This data is from the Open Reaction Database (ORD), a public repository of structured organic reaction records. The task is: describe an organic reaction: reactants, conditions, products, and yield The reactants are ClC1=CC=C(C=C1)SC1CN(C1)C(=O)Cl (3-[(4-chlorophenyl)thio]-1-azetidinecarbonyl chloride), [OH-].[NH4+] (ammonium hydroxide). Run in O (water), O1CCCC1 (tetrahydrofuran). Run at time 3 hour. Yields the product ClC1=CC=C(C=C1)SC1CN(C1)C(=O)N (3-[(4-Chlorophenyl)thio]-1-azetidinecarboxamide). Isolated yield 82.4%. Reaction SMILES: [Cl:1][C:2]1[CH:7]=[CH:6][C:5]([S:8][CH:9]2[CH2:12][N:11]([C:13](Cl)=[O:14])[CH2:10]2)=[CH:4][CH:3]=1.[OH-].[NH4+:17]>O1CCCC1.O>[Cl:1][C:2]1[CH:7]=[CH:6][C:5]([S:8][CH:9]2[CH2:12][N:11]([C:13]([NH2:17])=[O:14])[CH2:10]2)=[CH:4][CH:3]=1 |f:1.2|. Procedure: A stirred solution of 2.6 g (0.01 mole) of 3-[(4-chlorophenyl)thio]-1-azetidinecarbonyl chloride in 20 ml of tetrahydrofuran was treated with 2 ml (0.02 mole) of 57% ammonium hydroxide. The slightly exothermic reaction mixture was stirred for 3 hr as it cooled to ambient temperature then diluted with 200 ml of water. The precipitated product was collected by filtration (2.4 g) and recrystallized from absolute ethanol to yield 2 g (83.3%) of fine white crystals, m.p. 210°-212° C. The reactants are CO.CN (methylamine methanol), FC1=C(C=CC(=C1)F)C=1C(OC(=CC1)C(F)(F)F)=O (3-(2,4-difluorophenyl)-6-trifluoromethyl-2H-pyran-2-one), ice water. Run in C(C)O (ethanol). Run at time 6 hour. Product: FC1=C(C=CC(=C1)F)C=1C(N(C(=CC1)C(F)(F)F)C)=O (3-(2,4-difluorophenyl)-1-methyl-6-trifluoromethyl-2(1H)pyridone). Isolated yield 26.0%. Reaction SMILES: [F:1][C:2]1[CH:7]=[C:6]([F:8])[CH:5]=[CH:4][C:3]=1[C:9]1[C:10](=O)[O:11][C:12]([C:15]([F:18])([F:17])[F:16])=[CH:13][CH:14]=1.CO.[CH3:22][NH2:23]>C(O)C>[F:1][C:2]1[CH:7]=[C:6]([F:8])[CH:5]=[CH:4][C:3]=1[C:9]1[C:10](=[O:11])[N:23]([CH3:22])[C:12]([C:15]([F:18])([F:17])[F:16])=[CH:13][CH:14]=1 |f:1.2|. Procedure details: 13.8 g (50 mmol) of 3-(2,4-difluorophenyl)-6-trifluoromethyl-2H-pyran-2-one was dissolved in 150 ml of ethanol, and 5.5 g (70 mmol) of a 40% methylamine methanol solution was added, followed by stirring for 6 hours under heating and refluxing. The reaction solution was poured into ice water and extracted with ethyl acetate. After washing with 1N hydrochloric acid and water, the organic layer was dried over anhydrous magnesium sulfate. Ethyl acetate was distilled off under reduced pressure, and t... Starting materials: CN1C(CC[C@@]2(C3=C(CC[C@@H]12)C=C(C=C3)Br)C)=O ((+)-(4aR)-(10bR)-4-methyl-8-bromo-10b-methyl-1,2,3,4,4a,5,6,10b-octahydrobenzo[f]quinolin-3-one), FC(C1=C(C=CC=C1)B(O)O)(F)F (2-trifluoromethylphenylboronic acid), C([O-])([O-])=O.[Na+].[Na+] (sodium carbonate), C1CCOC1 (THF). The reagents and catalysts are [Pd].C1(=CC=CC=C1)P(C1=CC=CC=C1)C1=CC=CC=C1.C1(=CC=CC=C1)P(C1=CC=CC=C1)C1=CC=CC=C1.C1(=CC=CC=C1)P(C1=CC=CC=C1)C1=CC=CC=C1.C1(=CC=CC=C1)P(C1=CC=CC=C1)C1=CC=CC=C1 (tetrakis (triphenylphosphine) palladium (0)). Run in C(Cl)(Cl)Cl (CHCl3). The product is CN1C(CC[C@@]2(C3=C(CC[C@@H]12)C=C(C=C3)C3=C(C=CC=C3)C(F)(F)F)C)=O ((+)-(4aR)-(10bR)-4-methyl-8-(2-trifluoromethylphenyl)-10b-methyl-1,2,3,4,4a,5,6,10b-octahydrobenzo[f]quinolin-3-one). Isolated yield 82.8%. Reaction SMILES: [CH3:1][N:2]1[C@H:11]2[C@@:6]([CH3:17])([C:7]3[CH:15]=[CH:14][C:13](Br)=[CH:12][C:8]=3[CH2:9][CH2:10]2)[CH2:5][CH2:4][C:3]1=[O:18].[F:19][C:20]([F:31])([F:30])[C:21]1[CH:26]=[CH:25][CH:24]=[CH:23][C:22]=1B(O)O.C(=O)([O-])[O-].[Na+].[Na+].C1COCC1>C(Cl)(Cl)Cl.[Pd].C1(P(C2C=CC=CC=2)C2C=CC=CC=2)C=CC=CC=1.C1(P(C2C=CC=CC=2)C2C=CC=CC=2)C=CC=CC=1.C1(P(C2C=CC=CC=2)C2C=CC=CC=2)C=CC=CC=1.C1(P(C2C=CC=CC=2)C2C=CC=CC=2)C=CC=CC=1>[CH3:1][N:2]1[C@H:11]2[C@@:6]([CH3:17])([C:7]3[CH:15]=[CH:14][C:13]([C:22]4[CH:23]=[CH:24][CH:25]=[CH:26][C:21]=4[C:20]([F:31])([F:30])[F:19])=[CH:12][C:8]=3[CH2:9][CH2:10]2)[CH2:5][CH2:4][C:3]1=[O:18] |f:2.3.4,7.8.9.10.11|. Procedure: A 15 mL round bottom flask was charged with (+)-(4aR)-(10bR)-4-methyl-8-bromo-10b-methyl-1,2,3,4,4a,5,6,10b-octahydrobenzo[f]quinolin-3-one (200 mg, 0.65 mmol), tetrakis (triphenylphosphine) palladium (0) (23 mg, 0.02 mmol), 2-trifluoromethylphenylboronic acid (148 mg, 0.78 mmol), 0.65 mL of 2M sodium carbonate solution and 2 mL of THF, fitted with a reflux condenser, and the stirred mixture was heated at 80°, under nitrogen, for 24 h. The mixture was cooled, diluted with CHCl3 (75 mL) and washe... Starting materials: CC1(COC(=N1)C1=C(C=CC=C1)NC(C1=CC(=C(C=C1)C(=O)OC)OC)=O)C (N-[2-[4,4-dimethyl(2,5-oxazolinyl)]-phenyl]-3-methoxy-4-methoxycarbonylbenzamide), [H-].[Na+] (sodium hydride), CI (Methyl iodide). Run in CN(C=O)C (N,N-dimethylformamide). Reaction conditions: temperature 0 celsius, time 30 minute. Yields the product CC1(COC(=N1)C1=C(C=CC=C1)N(C(C1=CC(=C(C=C1)C(=O)OC)OC)=O)C)C (N-[2-[4,4-dimethyl-(2,5-oxazolinyl)]phenyl]-N-methyl-3-methoxy-4-methoxycarbonylbenzamide). Reaction SMILES: [CH3:1][C:2]1([CH3:28])[N:6]=[C:5]([C:7]2[CH:12]=[CH:11][CH:10]=[CH:9][C:8]=2[NH:13][C:14](=[O:27])[C:15]2[CH:20]=[CH:19][C:18]([C:21]([O:23][CH3:24])=[O:22])=[C:17]([O:25][CH3:26])[CH:16]=2)[O:4][CH2:3]1.[H-].[Na+].[CH3:31]I>CN(C)C=O>[CH3:1][C:2]1([CH3:28])[N:6]=[C:5]([C:7]2[CH:12]=[CH:11][CH:10]=[CH:9][C:8]=2[N:13]([CH3:31])[C:14](=[O:27])[C:15]2[CH:20]=[CH:19][C:18]([C:21]([O:23][CH3:24])=[O:22])=[C:17]([O:25][CH3:26])[CH:16]=2)[O:4][CH2:3]1 |f:1.2|. Reported procedure: To a solution of N-[2-[4,4-dimethyl(2,5-oxazolinyl)]-phenyl]-3-methoxy-4-methoxycarbonylbenzamide (1.45 g) in N,N-dimethylformamide (18 ml) was added portionwise sodium hydride (167 mg) at 0° C. and the mixture was stirred at 0° C. for 30 minutes. Methyl iodide (0.283 ml) was added to the mixture and the solution was stirred at 0° C. for 1 hour. The reaction was quenched with water and then the aqueous solution was extracted with ethyl acetate. The organic layer was washed with brine and dried o... The reactants are [Na+].[I-] (NaI), Na, C(CCCCC)Br (hexylbromide), C1(O)=CC=C(O)C=C1 (hydroquinone). Solvent: C(C)O (ethanol). Yields the product C(CCCCC)OC1=CC=C(C=C1)OCCCCCC (1,4-dihexyloxybenzene). As a reaction SMILES: [C:1]1([CH:8]=[CH:7][C:5]([OH:6])=[CH:4][CH:3]=1)[OH:2].[CH2:9](Br)[CH2:10][CH2:11][CH2:12][CH2:13][CH3:14].[Na+].[I-]>C(O)C>[CH2:9]([O:2][C:1]1[CH:8]=[CH:7][C:5]([O:6][CH2:7][CH2:8][CH2:1][CH2:3][CH2:4][CH3:5])=[CH:4][CH:3]=1)[CH2:10][CH2:11][CH2:12][CH2:13][CH3:14] |f:2.3|. Procedure details: Under argon atmosphere, 6.90 g (300 mmol) of Na is reacted with 200 ml of absolute ethanol. Then, 16.5 g (150 mmol) of hydroquinone 5 is added, followed by 42.2 ml (300 mmol) of hexylbromide and 200 mg of anhydrous NaI. The mixture is refluxed overnight. Ethanol is evaporated under reduced pressure and water (150 ml) is added. The product is extracted with dichloromethane and dried over MgSO4. After filtration, the solvents are removed and the crude compound is recrystallized from ethanol.